From a dataset of the Open Reaction Database (ORD), a public repository of structured organic reaction records. describe an organic reaction: reactants, conditions, products, and yield Reactants: C(C)C=1C(=NC=2N(C1C)C=C(N2)C(=O)OCC)OC (ethyl 6-ethyl-7-methoxy-5-methylimidazo[1,2-a]pyrimidine-2-carboxylate), O.NN (hydrazine hydrate). Run in C(C)O (ethanol). Yields the product C(C)C=1C(=NC=2N(C1C)C=C(N2)C(=O)NN)OC (6-ethyl-7-methoxy-5-methylimidazo[1,2-a]pyrimidine-2-carbohydrazide). Yield: 86.0%. Reaction SMILES: [CH2:1]([C:3]1[C:4]([O:18][CH3:19])=[N:5][C:6]2[N:7]([CH:10]=[C:11]([C:13](OCC)=[O:14])[N:12]=2)[C:8]=1[CH3:9])[CH3:2].O.[NH2:21][NH2:22]>C(O)C>[CH2:1]([C:3]1[C:4]([O:18][CH3:19])=[N:5][C:6]2[N:7]([CH:10]=[C:11]([C:13]([NH:21][NH2:22])=[O:14])[N:12]=2)[C:8]=1[CH3:9])[CH3:2] |f:1.2|. Reported procedure: A solution of 10.0 g of ethyl 6-ethyl-7-methoxy-5-methylimidazo[1,2-a]pyrimidine-2-carboxylate (published UK Patent Application No. 2,128,989) and 20 ml of hydrazine hydrate in 150 ml of ethanol was refluxed for 4 hours. Most of the ethanol was evaporated and 100 ml of water were added. The resulting precipitate was filtered, washed with water, then ether and dried under vacuum over P2O5 to obtain 8.15 g of 6-ethyl-7-methoxy-5-methylimidazo[1,2-a]pyrimidine-2-carbohydrazide (86% yield) as an off... Starting materials: [OH-].[Na+] (sodium hydroxide), COC(CC=1C=NC=C(C1)C1=CC=C(C=C1)C(CC)(C1=CC(=C(C=C1)C#CC(CC)(O)CC)C)CC)=O ([5-(4-{1-ethyl-1-[4-(3-ethyl-3-hydroxy-1-pentynyl)-3-methyl-phenyl]-propyl}-phenyl)-pyridin-3-yl]-acetic acid methyl ester), [Cl-].[NH4+] (ammonium chloride). Run in CO.O1CCCC1 (methanol tetrahydrofuran). Run at time 8 hour. Yields the product C(C)C(CC)(C1=CC(=C(C=C1)C#CC(CC)(O)CC)C)C1=CC=C(C=C1)C=1C=C(C=NC1)CC(=O)O ([5-(4-{1-ethyl-1-[4-(3-ethyl-3-hydroxy-1-pentynyl)-3-methyl-phenyl]-propyl}-phenyl)-pyridin-3-yl]-acetic Acid). Yield: 79.3%. Reaction SMILES: [OH-].[Na+].C[O:4][C:5](=[O:39])[CH2:6][C:7]1[CH:8]=[N:9][CH:10]=[C:11]([C:13]2[CH:18]=[CH:17][C:16]([C:19]([CH2:37][CH3:38])([C:22]3[CH:27]=[CH:26][C:25]([C:28]#[C:29][C:30]([CH2:34][CH3:35])([OH:33])[CH2:31][CH3:32])=[C:24]([CH3:36])[CH:23]=3)[CH2:20][CH3:21])=[CH:15][CH:14]=2)[CH:12]=1.[Cl-].[NH4+]>CO.O1CCCC1>[CH2:20]([C:19]([C:16]1[CH:15]=[CH:14][C:13]([C:11]2[CH:12]=[C:7]([CH2:6][C:5]([OH:39])=[O:4])[CH:8]=[N:9][CH:10]=2)=[CH:18][CH:17]=1)([C:22]1[CH:27]=[CH:26][C:25]([C:28]#[C:29][C:30]([CH2:31][CH3:32])([OH:33])[CH2:34][CH3:35])=[C:24]([CH3:36])[CH:23]=1)[CH2:37][CH3:38])[CH3:21] |f:0.1,3.4,5.6|. Procedure details: A 1 N sodium hydroxide aqueous solution (0.293 mL, 0.293 mmol) was added to a solution of [5-(4-{1-ethyl-1-[4-(3-ethyl-3-hydroxy-1-pentynyl)-3-methyl-phenyl]-propyl}-phenyl)-pyridin-3-yl]-acetic acid methyl ester (Example 144-(3); 48.7 mg, 0.098 mmol) in methanol-tetrahydrofuran (1:1, 4 mL), and the mixture was stirred at room temperature overnight. The reaction mixture was then poured into a saturated aqueous ammonium chloride solution, followed by extraction with dichloromethane. The organic l... Reactants: [N+](=O)([O-])C1=C(C(=CC(=C1O)OC)[N+](=O)[O-])CC(=O)O (2,6-DINITRO-3-HYDROXY-4-METHOXYPHENYLACETIC ACID), B(Br)(Br)Br (boron tribromide), ice water. Run in ClCCl (dichoromethane). Run at temperature -20 celsius. The product is OC=1C(=C(C(=CC1O)[N+](=O)[O-])CC(=O)O)[N+](=O)[O-] (3,4-DIHYDROXY-2,6-DINITROPHENYLACETIC ACID). As a reaction SMILES: [N+:1]([C:4]1[C:9]([OH:10])=[C:8]([O:11]C)[CH:7]=[C:6]([N+:13]([O-:15])=[O:14])[C:5]=1[CH2:16][C:17]([OH:19])=[O:18])([O-:3])=[O:2].B(Br)(Br)Br>ClCCl>[OH:10][C:9]1[C:4]([N+:1]([O-:3])=[O:2])=[C:5]([CH2:16][C:17]([OH:19])=[O:18])[C:6]([N+:13]([O-:15])=[O:14])=[CH:7][C:8]=1[OH:11]. Procedure details: The product from Example 3 (0.28 g) 3 was slurried in dichoromethane (15 ml), cooled to -20° C. and boron tribromide (0.4 ml) added under nitrogen. The reaction mixture was allowed to warm up to room temperature and then refluxed for four hours. The mixture was poured into ice-water and extracted to ethyl acetate. The product was purified by column chromatography using toluene-ethyl acetate-acetic acid 8:1:1 as the eluent. Yield: 21 mg, melting point 178-184° C. Starting materials: O=C([O-])O, CC(C)=O, [Na+], Cc1cc(Oc2c(C(C)C)c(=O)[nH]c(=O)n2Cc2ccncc2)cc(C2OCCO2)c1, O, O, Cc1ccc(S(=O)(=O)O)cc1. Product: Cc1cc(C=O)cc(Oc2c(C(C)C)c(=O)[nH]c(=O)n2Cc2ccncc2)c1. Reaction SMILES: [C:45](=[O:46])([OH:47])[O-:48].[CH3:50][C:51](=[O:52])[CH3:53].[Na+:49].[O:1]1[CH:2]([c:6]2[cH:7][c:8]([O:9][c:10]3[c:11]([CH:25]([CH3:26])[CH3:27])[c:12](=[O:24])[nH:13][c:14](=[O:23])[n:15]3[CH2:16][c:17]3[cH:18][cH:19][n:20][cH:21][cH:22]3)[cH:28][c:29]([CH3:31])[cH:30]2)[O:5][CH2:4][CH2:3]1.[OH2:32].[OH2:44].[c:33]1([CH3:34])[cH:35][cH:36][c:37]([S:38]([OH:39])(=[O:40])=[O:41])[cH:42][cH:43]1>>[O:1]=[CH:2][c:6]1[cH:7][c:8]([O:9][c:10]2[c:11]([CH:25]([CH3:26])[CH3:27])[c:12](=[O:24])[nH:13][c:14](=[O:23])[n:15]2[CH2:16][c:17]2[cH:18][cH:19][n:20][cH:21][cH:22]2)[cH:28][c:29]([CH3:31])[cH:30]1. The reactants are CC(C)(C)CN, C=CCNc1nc(Cl)nc2ccc([N+](=O)[O-])cc12, CC#N, O. Yields the product C=CCNc1nc(NCC(C)(C)C)nc2ccc([N+](=O)[O-])cc12. Reaction SMILES: [CH2:19]([C:20]([CH3:21])([CH3:22])[CH3:23])[NH2:24].[CH2:1]([CH:2]=[CH2:3])[NH:4][c:5]1[n:6][c:7]([Cl:18])[n:8][c:9]2[cH:10][cH:11][c:12]([N+:15](=[O:16])[O-:17])[cH:13][c:14]12.[CH3:26][C:27]#[N:28].[OH2:25]>>[CH2:1]([CH:2]=[CH2:3])[NH:4][c:5]1[n:6][c:7]([NH:24][CH2:19][C:20]([CH3:21])([CH3:22])[CH3:23])[n:8][c:9]2[cH:10][cH:11][c:12]([N+:15](=[O:16])[O-:17])[cH:13][c:14]12. The reactants are COC(C1=CC(=CC=C1)C1=NC(=NO1)C1=CC=C(C=C1)F)=O (3-[3-(4-fluoro-phenyl)-[1,2,4]oxadiazol-5-yl]-benzoic acid methyl ester), [OH-].[Li+] (lithium hydroxide). The solvent is O1CCOCC1 (dioxane). Run at time 6 hour. The product is FC1=CC=C(C=C1)C1=NOC(=N1)C=1C=C(C(=O)O)C=CC1 (3-[3-(4-Fluoro-phenyl)-[1,2,4]oxadiazol-5-yl]-benzoic acid). Reaction SMILES: C[O:2][C:3](=[O:22])[C:4]1[CH:9]=[CH:8][CH:7]=[C:6]([C:10]2[O:14][N:13]=[C:12]([C:15]3[CH:20]=[CH:19][C:18]([F:21])=[CH:17][CH:16]=3)[N:11]=2)[CH:5]=1.[OH-].[Li+]>O1CCOCC1>[F:21][C:18]1[CH:17]=[CH:16][C:15]([C:12]2[N:11]=[C:10]([C:6]3[CH:5]=[C:4]([CH:9]=[CH:8][CH:7]=3)[C:3]([OH:22])=[O:2])[O:14][N:13]=2)=[CH:20][CH:19]=1 |f:1.2|. Reported procedure: In a 25 ml flask, 0.93 g (3.1 mmol) of 3-[3-(4-fluoro-phenyl)-[1,2,4]oxadiazol-5-yl]-benzoic acid methyl ester are dissolved in 17 ml of dioxane. Then, 4.7 ml of an aqueous lithium hydroxide solution (1M, 4.7 mmol, 1.5 eq.) are added and the cloudy mixture is stirred for 6 h at room temperature. Now, the dioxane is removed in vacuo, 20 ml of water are added and the pH of the solution is adjusted to 2. The resulting precipitate is filtered and washed with water and CH2Cl2. This yields, after dryi... The reactants are CC(CO[Si](C)(C)C(C)(C)C)CC(C)C(O[Si](C)(C)C(C)(C)C)C(C)C#CC(O)CC(O[Si](C)(C)C(C)(C)C)C(C)C=CCOC(c1ccccc1)(c1ccccc1)c1ccccc1, Cc1ccccc1. As a reaction SMILES: [C:1]([CH3:2])([CH3:3])([CH3:4])[Si:5]([O:6][CH:7]([CH:8]([CH:9]=[CH:10][CH2:11][O:12][C:13]([c:14]1[cH:15][cH:16][cH:17][cH:18][cH:19]1)([c:20]1[cH:21][cH:22][cH:23][cH:24][cH:25]1)[c:26]1[cH:27][cH:28][cH:29][cH:30][cH:31]1)[CH3:32])[CH2:33][CH:34]([C:35]#[C:36][CH:37]([CH:38]([CH:39]([CH2:40][CH:41]([CH2:42][O:43][Si:44]([CH3:45])([CH3:46])[C:47]([CH3:48])([CH3:49])[CH3:50])[CH3:51])[CH3:52])[O:53][Si:54]([CH3:55])([CH3:56])[C:57]([CH3:58])([CH3:59])[CH3:60])[CH3:61])[OH:62])([CH3:63])[CH3:64].[CH3:65][c:66]1[cH:67][cH:68][cH:69][cH:70][cH:71]1>>[C:1]([CH3:2])([CH3:3])([CH3:4])[Si:5]([O:6][CH:7]([CH:8]([CH:9]=[CH:10][CH2:11][O:12][C:13]([c:14]1[cH:15][cH:16][cH:17][cH:18][cH:19]1)([c:20]1[cH:21][cH:22][cH:23][cH:24][cH:25]1)[c:26]1[cH:27][cH:28][cH:29][cH:30][cH:31]1)[CH3:32])[CH2:33][CH:34]([CH:35]=[CH:36][CH:37]([CH:38]([CH:39]([CH2:40][CH:41]([CH2:42][O:43][Si:44]([CH3:45])([CH3:46])[C:47]([CH3:48])([CH3:49])[CH3:50])[CH3:51])[CH3:52])[O:53][Si:54]([CH3:55])([CH3:56])[C:57]([CH3:58])([CH3:59])[CH3:60])[CH3:61])[OH:62])([CH3:63])[CH3:64]. Yields the product CC(CO[Si](C)(C)C(C)(C)C)CC(C)C(O[Si](C)(C)C(C)(C)C)C(C)C=CC(O)CC(O[Si](C)(C)C(C)(C)C)C(C)C=CCOC(c1ccccc1)(c1ccccc1)c1ccccc1. Starting materials: [Al+3], CC(C)[O-], CC(C)[O-], CC(C)[O-], C=C(C)c1ccccc1, CCOC(C)=O, Cc1ccc(-c2nc(-c3ccc(C)cc3C)nc(-c3ccc(O)cc3O)n2)c(C)c1. Yields the product Cc1ccc(-c2nc(-c3ccc(C)cc3C)nc(-c3cc(C(C)(C)c4ccccc4)c(O)cc3O)n2)c(C)c1. Reaction SMILES: [Al+3:35].[CH3:31][CH:32]([CH3:33])[O-:34].[CH3:36][CH:37]([CH3:38])[O-:39].[CH3:40][CH:41]([CH3:42])[O-:43].[CH3:44][C:45](=[CH2:46])[c:47]1[cH:48][cH:49][cH:50][cH:51][cH:52]1.[CH3:53][CH2:54][O:55][C:56](=[O:57])[CH3:58].[OH:1][c:2]1[c:3](-[c:9]2[n:10][c:11](-[c:23]3[c:24]([CH3:30])[cH:25][c:26]([CH3:29])[cH:27][cH:28]3)[n:12][c:13](-[c:15]3[c:16]([CH3:22])[cH:17][c:18]([CH3:21])[cH:19][cH:20]3)[n:14]2)[cH:4][cH:5][c:6]([OH:8])[cH:7]1>>[OH:1][c:2]1[c:3](-[c:9]2[n:10][c:11](-[c:23]3[c:24]([CH3:30])[cH:25][c:26]([CH3:29])[cH:27][cH:28]3)[n:12][c:13](-[c:15]3[c:16]([CH3:22])[cH:17][c:18]([CH3:21])[cH:19][cH:20]3)[n:14]2)[cH:4][c:5]([C:45]([CH3:44])([CH3:46])[c:47]2[cH:48][cH:49][cH:50][cH:51][cH:52]2)[c:6]([OH:8])[cH:7]1. The reactants are O (water), BrCC(CO)(CO)CBr (2,2-bis(bromomethyl)-1,3-propanediol), CC(=O)C (acetone), C1(=CC=C(C=C1)S(=O)(=O)O)C (p-toluenesulfonic acid). The solvent is C1=CC=CC=C1 (benzene). The product is BrCC1(COC(OC1)(C)C)CBr (5,5-bis(bromomethyl)-2,2-dimethyl-1,3-dioxane). Reaction SMILES: [Br:1][CH2:2][C:3]([CH2:8][Br:9])([CH2:6][OH:7])[CH2:4][OH:5].[CH3:10][C:11]([CH3:13])=O.C1(C)C=CC(S(O)(=O)=O)=CC=1.O>C1C=CC=CC=1>[Br:1][CH2:2][C:3]1([CH2:8][Br:9])[CH2:6][O:7][C:11]([CH3:13])([CH3:10])[O:5][CH2:4]1. Procedure details: A mixture of 10 g of 2,2-bis(bromomethyl)-1,3-propanediol, 5 ml of acetone and a catalytic quantity (0.1 g) of p-toluenesulfonic acid was heated under reflux in 150 ml of benzene until the theoretical amount of water (0.8 ml) had been collected in a Dean-Stark trap (2 hours). Evaporation of the solvent gave 5,5-bis(bromomethyl)-2,2-dimethyl-1,3-dioxane (1A), as a solid, m.p.: 56°-58° C. The purity according to gas-liquid chromatography and proton NMR was 99%. The reactants are C(C)(C)(C)C1=CC(=C(C=N1)C=1N([C@]([C@](N1)(C)C1=CC=C(C=C1)Cl)(C)C1=CC=C(C=C1)Cl)C(=O)N1CCC(CC1)CC(=O)O)OCC ({1-[(4S,5R)-2-(6-tert-butyl-4-ethoxy-pyridin-3-yl)-4,5-bis-(4-chloro-phenyl)-4,5-dimethyl-4,5-dihydro-imidazole-1-carbonyl]-piperidin-4-yl}-acetic acid), C1(CCCC1)NC (cyclopentyl-methyl-amine). Yields the product C(C)(C)(C)C1=CC(=C(C=N1)C=1N([C@]([C@](N1)(C)C1=CC=C(C=C1)Cl)(C)C1=CC=C(C=C1)Cl)C(=O)N1CCC(CC1)CC(=O)N(C)C1CCCC1)OCC (2-{1-[(4S,5R)-2-(6-tert-Butyl-4-ethoxy-pyridin-3-yl)-4,5-bis-(4-chloro-phenyl)-4,5-dimethyl-4,5-dihydro-imidazole-1-carbonyl]-piperidin-4-yl}-N-cyclopentyl-N-methyl-acetamide). RXN SMILES: [C:1]([C:5]1[N:10]=[CH:9][C:8]([C:11]2[N:12]([C:32]([N:34]3[CH2:39][CH2:38][CH:37]([CH2:40][C:41](O)=[O:42])[CH2:36][CH2:35]3)=[O:33])[C@@:13]([C:25]3[CH:30]=[CH:29][C:28]([Cl:31])=[CH:27][CH:26]=3)([CH3:24])[C@@:14]([C:17]3[CH:22]=[CH:21][C:20]([Cl:23])=[CH:19][CH:18]=3)([CH3:16])[N:15]=2)=[C:7]([O:44][CH2:45][CH3:46])[CH:6]=1)([CH3:4])([CH3:3])[CH3:2].[CH:47]1([NH:52][CH3:53])[CH2:51][CH2:50][CH2:49][CH2:48]1>>[C:1]([C:5]1[N:10]=[CH:9][C:8]([C:11]2[N:12]([C:32]([N:34]3[CH2:39][CH2:38][CH:37]([CH2:40][C:41]([N:52]([CH:47]4[CH2:51][CH2:50][CH2:49][CH2:48]4)[CH3:53])=[O:42])[CH2:36][CH2:35]3)=[O:33])[C@@:13]([C:25]3[CH:30]=[CH:29][C:28]([Cl:31])=[CH:27][CH:26]=3)([CH3:24])[C@@:14]([C:17]3[CH:22]=[CH:21][C:20]([Cl:23])=[CH:19][CH:18]=3)([CH3:16])[N:15]=2)=[C:7]([O:44][CH2:45][CH3:46])[CH:6]=1)([CH3:3])([CH3:2])[CH3:4]. Procedure details: In a manner analogous to the method described in example 163, {1-[(4S,5R)-2-(6-tert-butyl-4-ethoxy-pyridin-3-yl)-4,5-bis-(4-chloro-phenyl)-4,5-dimethyl-4,5-dihydro-imidazole-1-carbonyl]-piperidin-4-yl}-acetic acid was reacted with cyclopentyl-methyl-amine (Oakwood) to give the title product. LC-MS (ES+) 746 [(M+H)+].